This data is from the Open Reaction Database (ORD), a public repository of structured organic reaction records. The task is: describe an organic reaction: reactants, conditions, products, and yield Reaction conditions: temperature 5 celsius, time 1 hour. As a reaction SMILES: [Br:1][C:2]1[C:7]([F:8])=[CH:6][C:5]([NH:9][C:10](=[O:15])[C:11]([CH3:14])([CH3:13])[CH3:12])=[C:4]([C:16]2[CH:21]=[CH:20][CH:19]=[CH:18][N:17]=2)[CH:3]=1.[N+:22]([O-])([OH:24])=[O:23]>OS(O)(=O)=O>[Br:1][C:2]1[CH:3]=[C:4]([C:16]2[CH:21]=[CH:20][CH:19]=[CH:18][N:17]=2)[C:5]([NH:9][C:10](=[O:15])[C:11]([CH3:12])([CH3:13])[CH3:14])=[C:6]([N+:22]([O-:24])=[O:23])[C:7]=1[F:8]. Reported procedure: To an ice-cold solution of N-(4-bromo-5-fluoro-2-(pyridin-2-yl)phenyl)pivalamide (17.5 g, 50.0 mmol) in conc. H2SO4 (50.0 mL) was added drop wise fuming HNO3 (10.0 mL). The resulting mixture was stirred at 0-10° C. for 1 h. After completion of reaction (by TLC), the mixture was poured onto 500 mL of crushed ice and stirred for 30 min followed by extraction with EtOAc (3×500 mL). The combined organic layer was washed with brine, dried over anhydrous Na2SO4 and evaporated under reduced pressure. T... The solvent is OS(=O)(=O)O (H2SO4). Starting materials: ice, ice, BrC1=CC(=C(C=C1F)NC(C(C)(C)C)=O)C1=NC=CC=C1 (N-(4-bromo-5-fluoro-2-(pyridin-2-yl)phenyl)pivalamide), [N+](=O)(O)[O-] (HNO3). Product: BrC1=C(C(=C(C(=C1)C1=NC=CC=C1)NC(C(C)(C)C)=O)[N+](=O)[O-])F (N-(4-bromo-3-fluoro-2-nitro-6-(pyridin-2-yl)phenyl)pivalamide). Yield: 76.0%. Starting materials: FC=1C=C(OC2=C(N)C=CC=C2)C=CC1 (2-(3-fluorophenoxy)aniline), NC=1SC=CN1 (2-aminothiazole), FC=1C=C(OC2=C(N)C=CC=C2)C=CC1 (2-(3-fluorophenoxy)aniline), FC=1C=C(C=CC1)O (3-fluorophenol), FC1=C(C=CC=C1)[N+](=O)[O-] (1-fluoro-2-nitrobenzene). Yields the product FC=1C=C(OC2=C(C=CC=C2)[N+](=O)[O-])C=CC1 (2-(3-Fluorophenoxy)-1-nitrobenzene), FC=1C=C(OC2=C(C=CC=C2)NC(=O)NC=2SC=CN2)C=CC1 (N-[2-(3-Fluorophenoxy)phenyl]-N′-(thiazol-2-yl)urea). The yield is 68.0%. As a reaction SMILES: [F:1][C:2]1[CH:3]=[C:4]([OH:8])[CH:5]=[CH:6][CH:7]=1.F[C:10]1[CH:15]=[CH:14][CH:13]=[CH:12][C:11]=1[N+:16]([O-:18])=[O:17].[F:19][C:20]1[CH:21]=[C:22]([CH:31]=[CH:32][CH:33]=1)[O:23][C:24]1[CH:30]=[CH:29][CH:28]=[CH:27][C:25]=1[NH2:26].[NH2:34][C:35]1[S:36][CH:37]=[CH:38][N:39]=1>>[F:1][C:2]1[CH:3]=[C:4]([CH:5]=[CH:6][CH:7]=1)[O:8][C:10]1[CH:15]=[CH:14][CH:13]=[CH:12][C:11]=1[N+:16]([O-:18])=[O:17].[F:19][C:20]1[CH:21]=[C:22]([CH:31]=[CH:32][CH:33]=1)[O:23][C:24]1[CH:30]=[CH:29][CH:28]=[CH:27][C:25]=1[NH:26][C:4]([NH:34][C:35]1[S:36][CH:37]=[CH:38][N:39]=1)=[O:8]. Reported procedure: 2-(3-Fluorophenoxy)-1-nitrobenzene (0.85 g, 73%) was prepared from 3-fluorophenol (0.62 g, 5.5 mmol) and 1-fluoro-2-nitrobenzene (0.71 g, 5.0 mmol) following the general procedure A. This was reduced to 2-(3-fluorophenoxy)aniline (0.50 g, 68%) following general procedure B. N-[2-(3-Fluorophenoxy)phenyl]-N′-(thiazol-2-yl)urea (110 mg, 68%) was prepared from 2-(3-fluorophenoxy)aniline (102 mg, 0.5 mmol) and 2-aminothiazole (60 mg, 0.6 mmol) following the general procedure D. The reactants are ClC=1C=C(C#N)C=CC1N1CC(CC1)N(C)C (3-chloro-4-(3-dimethylamino-pyrrolidin-1-yl)-benzonitrile), [OH-].[Na+] (sodium hydroxide), C(C)O (ethanol). Product: ClC=1C=C(C(=O)O)C=CC1N1CC(CC1)N(C)C (3-chloro-4-(3-dimethylamino-pyrrolidin-1-yl)-benzoic acid). As a reaction SMILES: [Cl:1][C:2]1[CH:3]=C([CH:7]=[CH:8][C:9]=1[N:10]1[CH2:14][CH2:13][CH:12]([N:15]([CH3:17])[CH3:16])[CH2:11]1)C#N.[OH-:18].[Na+].[CH2:20]([OH:22])[CH3:21]>>[Cl:1][C:2]1[CH:3]=[C:21]([CH:7]=[CH:8][C:9]=1[N:10]1[CH2:14][CH2:13][CH:12]([N:15]([CH3:17])[CH3:16])[CH2:11]1)[C:20]([OH:18])=[O:22] |f:1.2|. Procedure: Prepared analogously to Example 13b from 3-chloro-4-(3-dimethylamino-pyrrolidin-1-yl)-benzonitrile with 10-molar sodium hydroxide solution and ethanol. Starting materials: CN, O=C(O)c1cc(Cl)nc(Cl)c1, Cl, O. Yields the product CNc1cc(C(=O)O)cc(Cl)n1. RXN SMILES: [CH3:12][NH2:13].[Cl:1][c:2]1[cH:3][c:4]([C:5](=[O:6])[OH:7])[cH:8][c:9]([Cl:11])[n:10]1.[ClH:14].[OH2:15]>>[Cl:1][c:2]1[cH:3][c:4]([C:5](=[O:6])[OH:7])[cH:8][c:9]([NH:13][CH3:12])[n:10]1. Starting materials: C1(=CC=CC=C1)C(C1=CC=CC=C1)OC(=O)C1C(=C(S[C@H]2N1C(C2C(CC2=CC=CC=C2)=O)=O)N)CC2=CC(=C(C=C2)O)OC (3-(4-hydroxy-3-methoxybenzyl)-7-phenylacetyl-amino-ceph-2-em-4ξ-carboxylic acid diphenylmethyl ester). The solvent is N1=CC=CC=C1 (pyridine), C(C)N(CC)CC (triethylamine). The product is C1(=CC=CC=C1)C(C1=CC=CC=C1)OC(=O)C1=C(C(S[C@H]2N1C([C@H]2C(CC2=CC=CC=C2)=O)=O)N)CC2=CC(=C(C=C2)O)OC (3-(4-hydroxy-3-methoxy-benzyl)-7β-phenylacetyl-amino-ceph-3-em-4-carboxylic acid diphenylmethyl ester). RXN SMILES: [C:1]1([CH:7]([O:14][C:15]([CH:17]2[N:22]3[C:23](=[O:34])[CH:24]([C:25](=[O:33])[CH2:26][C:27]4[CH:32]=[CH:31][CH:30]=[CH:29][CH:28]=4)[C@H:21]3[S:20][C:19]([NH2:35])=[C:18]2[CH2:36][C:37]2[CH:42]=[CH:41][C:40]([OH:43])=[C:39]([O:44][CH3:45])[CH:38]=2)=[O:16])[C:8]2[CH:13]=[CH:12][CH:11]=[CH:10][CH:9]=2)[CH:6]=[CH:5][CH:4]=[CH:3][CH:2]=1>N1C=CC=CC=1.C(N(CC)CC)C>[C:1]1([CH:7]([O:14][C:15]([C:17]2[N:22]3[C:23](=[O:34])[C@@H:24]([C:25](=[O:33])[CH2:26][C:27]4[CH:28]=[CH:29][CH:30]=[CH:31][CH:32]=4)[C@H:21]3[S:20][CH:19]([NH2:35])[C:18]=2[CH2:36][C:37]2[CH:42]=[CH:41][C:40]([OH:43])=[C:39]([O:44][CH3:45])[CH:38]=2)=[O:16])[C:8]2[CH:9]=[CH:10][CH:11]=[CH:12][CH:13]=2)[CH:2]=[CH:3][CH:4]=[CH:5][CH:6]=1. Procedure details: A solution of 6.1 g of 3-(4-hydroxy-3-methoxybenzyl)-7-phenylacetyl-amino-ceph-2-em-4ξ-carboxylic acid diphenylmethyl ester in 63.5 ml of absolute pyridine and 6.5 ml of triethylamine is left to stand for 31/2 days under nitrogen at room temperature, then evaporated to dryness several times while adding toluene. The residue is separated by chromatography on 330 g of silica gel; elution is carried out with methylene chloride containing 3% methyl acetate, fractions of 250 ml each being taken. The ... Reactants: C1(CCCCC1)SCl (cyclohexylsulphenyl chloride), N (NH3), C[Si](Cl)(C)C (trimethylchlorosilane), N1=CNC2=C1C=CC=C2 (benzimidazole). Solvent: CCCCC (pentane), C1(=CC=CC=C1)C (toluene). Reaction conditions: time 10 hour. The product is C1(CCCCC1)SN1C=NC2=C1C=CC=C2 (1-cyclohexylthiobenzimidazole). Yield: 85.2%. As a reaction SMILES: N.C[Si](C)(C)Cl.[N:7]1[C:11]2[CH:12]=[CH:13][CH:14]=[CH:15][C:10]=2[NH:9][CH:8]=1.[CH:16]1([S:22]Cl)[CH2:21][CH2:20][CH2:19][CH2:18][CH2:17]1>C1(C)C=CC=CC=1.CCCCC>[CH:16]1([S:22][N:7]2[C:11]3[CH:12]=[CH:13][CH:14]=[CH:15][C:10]=3[N:9]=[CH:8]2)[CH2:21][CH2:20][CH2:19][CH2:18][CH2:17]1. Procedure: NH3 gas was passed into 80.4 g of trimethylchlorosilane in 500 ml of dry toluene at 50° to 60° C. to saturation. 59.1 g of benzimidazole were then added and the mixture was boiled for 10 hours under reflux. To remove excess ammonia, 250 ml of toluene were distilled off in vacuo, and 0.5 mol of cyclohexylsulphenyl chloride in 500 ml of pentane was then added dropwise. The mixture was subsequently stirred for 4 hours and filtered, and the solvent was removed in vacuo. 99 g of 1-cyclohexylthiobenzi... The reactants are COC(N=C(C(=NC1=CC=C(C=C1)C1=NOC(=N1)C)C1=CC(=C(C=C1)OC)O)SC)=O ({2-(3-hydroxy-4-methoxyphenyl)-2-[4-(5-methyl-[1,2,4]oxadiazol-3-yl)phenylimino]-1-methylsulfanylethylidene}carbamic acid methyl ester), C([O-])([O-])=O.[K+].[K+] (potassium carbonate), ICC (iodoethane), O (Water). The solvent is CN(C)C=O (DMF), C(C)(=O)OCC (ethyl acetate). Run at time 21 hour. The product is COC(N=C(C(=NC1=CC=C(C=C1)C1=NOC(=N1)C)C1=CC(=C(C=C1)OC)OCC)SC)=O ({2-(3-ethoxy-4-methoxyphenyl)-2-[4-(5-methyl-[1,2,4]oxadiazol-3-yl)phenylimino]-1-methylsulfanylethylidene}carbamic acid methyl ester). As a reaction SMILES: [CH3:1][O:2][C:3](=[O:31])[N:4]=[C:5]([S:29][CH3:30])[C:6]([C:20]1[CH:25]=[CH:24][C:23]([O:26][CH3:27])=[C:22]([OH:28])[CH:21]=1)=[N:7][C:8]1[CH:13]=[CH:12][C:11]([C:14]2[N:18]=[C:17]([CH3:19])[O:16][N:15]=2)=[CH:10][CH:9]=1.C(=O)([O-])[O-].[K+].[K+].I[CH2:39][CH3:40].O>CN(C=O)C.C(OCC)(=O)C>[CH3:1][O:2][C:3](=[O:31])[N:4]=[C:5]([S:29][CH3:30])[C:6]([C:20]1[CH:25]=[CH:24][C:23]([O:26][CH3:27])=[C:22]([O:28][CH2:39][CH3:40])[CH:21]=1)=[N:7][C:8]1[CH:13]=[CH:12][C:11]([C:14]2[N:18]=[C:17]([CH3:19])[O:16][N:15]=2)=[CH:10][CH:9]=1 |f:1.2.3|. Procedure: After dissolving 1.0 g of {2-(3-hydroxy-4-methoxyphenyl)-2-[4-(5-methyl-[1,2,4]oxadiazol-3-yl)phenylimino]-1-methylsulfanylethylidene}carbamic acid methyl ester in 10 ml of DMF, 473 mg of potassium carbonate and 219 μl of iodoethane were added and the mixture was stirred at room temperature for 21 hours. Water was added to the reaction mixture and extraction was performed with ethyl acetate. After washing the organic layer with water and saturated brine, it was dried over anhydrous sodium sulfat... The reactants are ClC=1NC2=C(N1)C=CC=C2 (2-chlorobenzimidazole), CC1=C(C=C(N)C=C1)C(F)(F)F (4-methyl-3-(trifluoromethyl)aniline). Product: N1=C(NC2=C1C=CC=C2)NC2=CC(=C(C=C2)C)C(F)(F)F (N-(Benzimidazol-2-yl)-4-methyl-3-(trifluoromethyl)aniline), hydrochloride salt. Reaction SMILES: Cl[C:2]1[NH:3][C:4]2[CH:10]=[CH:9][CH:8]=[CH:7][C:5]=2[N:6]=1.[CH3:11][C:12]1[CH:18]=[CH:17][C:15]([NH2:16])=[CH:14][C:13]=1[C:19]([F:22])([F:21])[F:20]>>[N:6]1[C:5]2[CH:7]=[CH:8][CH:9]=[CH:10][C:4]=2[NH:3][C:2]=1[NH:16][C:15]1[CH:17]=[CH:18][C:12]([CH3:11])=[C:13]([C:19]([F:20])([F:21])[F:22])[CH:14]=1. Procedure: The title compound was prepared from 2-chlorobenzimidazole and 4-methyl-3-(trifluoromethyl)aniline by Procedure A. The product was isolated by filtration to give the title compound as a hydrochloride salt (white solid, mp>265° C.). MS(ES+) m/z 292 ([M+1]+, 100). Reactants: BrC=1C=CC2=C(N=C(O2)C2CCN(CC2)C(=O)OC(C)(C)C)C1 (Tert-butyl 4-(5-bromobenzo[d]oxazol-2-yl)piperidine-1-carboxylate), FC(C1=CC=C(C=C1)B(O)O)(F)F (4-(trifluoromethyl)phenylboronic acid). Yields the product FC(C1=CC=C(C=C1)C=1C=CC2=C(N=C(O2)C2CCN(CC2)C(=O)OC(C)(C)C)C1)(F)F (Tert-butyl 4-{5-[4-(trifluoromethyl)phenyl]benzo[d]oxazol-2-yl}piperidine-1-carboxylate). Isolated yield 23.0%. As a reaction SMILES: Br[C:2]1[CH:3]=[CH:4][C:5]2[O:9][C:8]([CH:10]3[CH2:15][CH2:14][N:13]([C:16]([O:18][C:19]([CH3:22])([CH3:21])[CH3:20])=[O:17])[CH2:12][CH2:11]3)=[N:7][C:6]=2[CH:23]=1.[F:24][C:25]([F:36])([F:35])[C:26]1[CH:31]=[CH:30][C:29](B(O)O)=[CH:28][CH:27]=1>>[F:24][C:25]([F:36])([F:35])[C:26]1[CH:31]=[CH:30][C:29]([C:2]2[CH:3]=[CH:4][C:5]3[O:9][C:8]([CH:10]4[CH2:11][CH2:12][N:13]([C:16]([O:18][C:19]([CH3:20])([CH3:21])[CH3:22])=[O:17])[CH2:14][CH2:15]4)=[N:7][C:6]=3[CH:23]=2)=[CH:28][CH:27]=1. Procedure: Following the General Procedure-1, the titled compound (40 mg) was prepared from Intermediate 7 (150 mg, 0.4 mmol) and 4-(trifluoromethyl)phenylboronic acid (74 mg, 0.39 mmol) as an off-white solid. M.P.: 166-169° C. 1H-NMR (δ ppm, CDCl3, 400 MHz): 7.88 (d, J 1.2, 1H), 7.73-7.67 (m, 4H), 7.59-7.52 (m, 2H), 4.15 (d, J 10, 2H), 3.20-3.10 (m, 1H), 3.00 (t, J 11.6, 2H), 2.21-2.12 (m, 2H), 1.99-1.86 (m, 2H), 1.48 (s, 9H).